This data is from the Open Reaction Database (ORD), a public repository of structured organic reaction records. The task is: describe an organic reaction: reactants, conditions, products, and yield Reactants: CS(=O)(=O)OCCOC1=C(C=C(C=C1)C#CC1=NC=C(C=C1)C1=CC=C(C=C1)Cl)C (2-{4-[5-(4-chloro-phenyl)-pyridin-2-ylethynyl]-2-methyl-phenoxy}-ethyl methanesulphonate), N1CCCC1 (pyrrolidine). Yields the product ClC1=CC=C(C=C1)C=1C=CC(=NC1)C#CC1=CC(=C(C=C1)OCCN1CCCC1)C (5-(4-chloro-phenyl)-2-[3-methyl-4-(2-pyrrolidin-1-yl-ethoxy)-phenylethynyl]-pyridine). As a reaction SMILES: CS(O[CH2:6][CH2:7][O:8][C:9]1[CH:14]=[CH:13][C:12]([C:15]#[C:16][C:17]2[CH:22]=[CH:21][C:20]([C:23]3[CH:28]=[CH:27][C:26]([Cl:29])=[CH:25][CH:24]=3)=[CH:19][N:18]=2)=[CH:11][C:10]=1[CH3:30])(=O)=O.[NH:31]1[CH2:35][CH2:34][CH2:33][CH2:32]1>>[Cl:29][C:26]1[CH:27]=[CH:28][C:23]([C:20]2[CH:21]=[CH:22][C:17]([C:16]#[C:15][C:12]3[CH:13]=[CH:14][C:9]([O:8][CH2:7][CH2:6][N:31]4[CH2:35][CH2:34][CH2:33][CH2:32]4)=[C:10]([CH3:30])[CH:11]=3)=[N:18][CH:19]=2)=[CH:24][CH:25]=1. Procedure: A solution of 110 mg (0.25 mmol) 2-{4-[5-(4-chloro-phenyl)-pyridin-2-ylethynyl]-2-methyl-phenoxy}-ethyl methanesulphonate in 2.11 mL (25 mmol) pyrrolidine is heated to 70° C. for 3 h. The mixture is evaporated down i.vac., the residue is combined with water, extracted exhaustively with DCM and the organic phase is dried over Na2SO4. After the desiccant and solvent have been eliminated and after recrystallisation from EtOH the desired product is obtained. The reactants are NCCCOC1=C(C=C(C=C1)N)NC(C)=O (2-acetylamino-4-aminophenyl γ-aminopropyl ether), Cl (hydrochloric acid). The product is Cl.Cl.Cl.NCCCOC1=C(C=C(C=C1)N)N (2,4-diaminophenyl γ-aminopropyl ether trihydrochloride). As a reaction SMILES: [NH2:1][CH2:2][CH2:3][CH2:4][O:5][C:6]1[CH:11]=[CH:10][C:9]([NH2:12])=[CH:8][C:7]=1[NH:13]C(=O)C.[ClH:17]>>[ClH:17].[ClH:17].[ClH:17].[NH2:1][CH2:2][CH2:3][CH2:4][O:5][C:6]1[CH:11]=[CH:10][C:9]([NH2:12])=[CH:8][C:7]=1[NH2:13] |f:2.3.4.5|. Reported procedure: 0.00806 mol (1.8 g) of 2-acetylamino-4-aminophenyl γ-aminopropyl ether is heated in 4.5 cm3 of concentrated hydrochloric acid for one hour on a boiling waterbath. On cooling, the expected product precipitates. After being filtered off, washed with ethyl ether and dried in vacuo over KOH, it melts at 260° C. with decomposition. A potentiometric determination is carried out in water by means of N/10 NaOH and the following result is obtained: Starting materials: FC([C@@H]1CC[C@H](CC1)N)(F)F (trans-4-Trifluoromethyl-cyclohexylamine), OCCOC1=C(C(=O)O)C=C(C(=N1)N)[N+](=O)[O-] (2-(2-hydroxy-ethoxy)-6-amino-5-nitro-nicotinic acid), CN(C)C(=[N+](C)C)ON1C2=C(C=CC=C2)N=N1.[B-](F)(F)(F)F (TBTU), TEA. Run in TEA. Run at time 1.5 hour. Yields the product FC([C@@H]1CC[C@H](CC1)NC(C1=C(N=C(C(=C1)[N+](=O)[O-])N)OCCO)=O)(F)F (N-(trans-4-Trifluoromethyl-cyclohexyl)-2-(2-hydroxy-ethoxy)-6-amino-5-nitro-nicotinamide). Reaction SMILES: [F:1][C:2]([F:11])([F:10])[C@H:3]1[CH2:8][CH2:7][C@H:6]([NH2:9])[CH2:5][CH2:4]1.[OH:12][CH2:13][CH2:14][O:15][C:16]1[N:24]=[C:23]([NH2:25])[C:22]([N+:26]([O-:28])=[O:27])=[CH:21][C:17]=1[C:18](O)=[O:19].CN(C(ON1N=NC2C=CC=CC1=2)=[N+](C)C)C.[B-](F)(F)(F)F>>[F:1][C:2]([F:10])([F:11])[C@H:3]1[CH2:4][CH2:5][C@H:6]([NH:9][C:18](=[O:19])[C:17]2[CH:21]=[C:22]([N+:26]([O-:28])=[O:27])[C:23]([NH2:25])=[N:24][C:16]=2[O:15][CH2:14][CH2:13][OH:12])[CH2:7][CH2:8]1 |f:2.3|. Procedure: trans-4-Trifluoromethyl-cyclohexylamine (285 mg, 1.40 mmol) and TEA (410 μl) are added successively to a mixture of 2-(2-hydroxy-ethoxy)-6-amino-5-nitro-nicotinic acid (360 mg, 1.33 mmol), TBTU (285 mg, 1.33 mmol) and TEA (195 μl) and it is stirred for 1.5 h. The mixture is concentrated filtered and purified via chromatography. Starting materials: CC1(NC(CC(C1)CC(=O)O)(C)C)C (2-(2,2,6,6-tetramethylpiperidin-4-yl)acetic acid), N(N)C(N)=S (hydrazinecarbothioamide), O=P(Cl)(Cl)Cl (POCl3). Conditions: temperature 78 celsius, time 72 hour. Product: CC1(NC(CC(C1)CC1=NN=C(S1)N)(C)C)C (5-((2,2,6,6-Tetramethylpiperidin-4-yl)methyl)-1,3,4-thiadiazol-2-amine). Yield: 22.5%. Reaction SMILES: [CH3:1][C:2]1([CH3:14])[CH2:7][CH:6]([CH2:8][C:9](O)=O)[CH2:5][C:4]([CH3:13])([CH3:12])[NH:3]1.[NH:15]([C:17](=[S:19])[NH2:18])[NH2:16].O=P(Cl)(Cl)Cl>>[CH3:1][C:2]1([CH3:14])[CH2:7][CH:6]([CH2:8][C:9]2[S:19][C:17]([NH2:18])=[N:15][N:16]=2)[CH2:5][C:4]([CH3:13])([CH3:12])[NH:3]1. Procedure details: A stirred mixture of 2-(2,2,6,6-tetramethylpiperidin-4-yl)acetic acid (410 mg, 2.057 mmol) and hydrazinecarbothioamide (281 mg, 3.09 mmol) was cooled under nitrogen in an ice bath. POCl3 (0.575 mL, 6.17 mmol) was added drop-wise and the mixture was heated at 78° C. for 3 hours. The reaction mixture was cooled in an ice bath and quenched by addition of ice water (20 mL). The resulting mixture was sonicated for 20 minutes and the resulting suspension was stirred at room temperature for 72 hours. T... Starting materials: C1CCNCC1, CSC(=C[N+](=O)[O-])SC, ClCC(Cl)(Cl)Cl, N. The product is NC(=C[N+](=O)[O-])N1CCCCC1. As a reaction SMILES: [CH2:10]1[CH2:11][CH2:12][NH:13][CH2:14][CH2:15]1.[CH3:1][S:2][C:3](=[CH:4][N+:5](=[O:6])[O-:7])[S:8][CH3:9].[Cl:17][CH2:18][C:19]([Cl:20])([Cl:21])[Cl:22].[NH3:16]>>[C:3](=[CH:4][N+:5](=[O:6])[O-:7])([N:13]1[CH2:12][CH2:11][CH2:10][CH2:15][CH2:14]1)[NH2:16].